describe an organic reaction: reactants, conditions, products, and yield From a dataset of the Open Reaction Database (ORD), a public repository of structured organic reaction records. Reactants: COC(=O)C1=CC=C2C(=NNC2=C1)CC (3-ethyl-1H-indazole-6-carboxylic acid methyl ester), BrC1C=CCCC1 (3-bromocyclohexene). Yields the product COC(=O)C1=CC=C2C(=NN(C2=C1)C1C=CCCC1)CC (1-Cyclohex-2-enyl-3-ethyl-1H-indazole-6-carboxylic acid methyl ester). Isolated yield 44.8%. As a reaction SMILES: [CH3:1][O:2][C:3]([C:5]1[CH:13]=[C:12]2[C:8]([C:9]([CH2:14][CH3:15])=[N:10][NH:11]2)=[CH:7][CH:6]=1)=[O:4].Br[CH:17]1[CH2:22][CH2:21][CH2:20][CH:19]=[CH:18]1>>[CH3:1][O:2][C:3]([C:5]1[CH:13]=[C:12]2[C:8]([C:9]([CH2:14][CH3:15])=[N:10][N:11]2[CH:22]2[CH2:21][CH2:20][CH2:19][CH:18]=[CH:17]2)=[CH:7][CH:6]=1)=[O:4]. Procedure: This compound was prepared according to the method of Preparation 1, using 750 mg (3.67 mmol, 1.0 equiv) 3-ethyl-1H-indazole-6-carboxylic acid methyl ester and 0.46 mL (4.04 mmol, 1.1 equiv) 3-bromocyclohexene as starting materials to give 467 mg (45%) of a clear oil: HRMS calcd for C27H20N2O2: 284.1525. Found: 284.1512. Starting materials: CCS(=O)(=O)c1ccc(NC(=O)CCCc2ccc(B(O)O)cc2)cc1C#N, Cc1cc(Br)ccc1CCOC(=O)Nc1cccc(C(C)NC(=O)OCc2ccccc2)c1. Product: Cc1cc(B(O)O)ccc1CCOC(=O)Nc1cccc(C(C)NC(=O)OCc2ccccc2)c1. RXN SMILES: [C:1]([c:2]1[cH:3][c:4]([NH:5][C:6](=[O:7])[CH2:8][CH2:9][CH2:10][c:11]2[cH:12][cH:13][c:14]([B:25]([OH:26])[OH:27])[cH:15][cH:16]2)[cH:17][cH:18][c:19]1[S:20]([CH2:21][CH3:22])(=[O:23])=[O:24])#[N:28].[CH2:29]([c:30]1[cH:31][cH:32][cH:33][cH:34][cH:35]1)[O:36][C:37](=[O:38])[NH:39][CH:40]([CH3:41])[c:42]1[cH:43][c:44]([NH:48][C:49](=[O:50])[O:51][CH2:52][CH2:53][c:54]2[c:55]([CH3:61])[cH:56][c:57]([Br:60])[cH:58][cH:59]2)[cH:45][cH:46][cH:47]1>>[B:25]([OH:26])([OH:27])[c:57]1[cH:56][c:55]([CH3:61])[c:54]([CH2:53][CH2:52][O:51][C:49]([NH:48][c:44]2[cH:43][c:42]([CH:40]([NH:39][C:37]([O:36][CH2:29][c:30]3[cH:31][cH:32][cH:33][cH:34][cH:35]3)=[O:38])[CH3:41])[cH:47][cH:46][cH:45]2)=[O:50])[cH:59][cH:58]1. Reactants: C(CC)N (n-propylamine), ClC=CCCl (1,3-dichloropropene). Run at time 3 hour. Yields the product Cl.Cl/C=C/CNCCC ((E)-N-(3-Chloro-2-propenyl)propylamine hydrochloride). Isolated yield 70.0%. As a reaction SMILES: [CH2:1]([NH2:4])[CH2:2][CH3:3].[Cl:5][CH:6]=[CH:7][CH2:8]Cl>>[ClH:5].[Cl:5]/[CH:6]=[CH:7]/[CH2:8][NH:4][CH2:1][CH2:2][CH3:3] |f:2.3|. Procedure: To 19.7 ml (0.24 mol) of n-propylamine was added 1.82 ml (20 mmol) of 1,3-dichloropropene (E/Z=9/1) under ice cooling. The mixture was stirred for 3 hours at the same temperature, and concentrated under reduced pressure to remove n-propylamine. The residue was treated with 50 ml of ethyl acetate and precipitated n-propylamine hydrochloride was filtered and washed with 10 ml of ethyl acetate. The filtrate and washing were combined, washed with 20 ml of saturated sodium hydrogen carbonate aqueous ... Reactants: O=[N+]([O-])c1ccc(CBr)c(CBr)c1, C1CCOC1, CN(C)CCN(C)C, O=C1Cc2c(Cl)ncnc2N1, [Li]CCCC. Product: O=C1Nc2ncnc(Cl)c2C12Cc1ccc([N+](=O)[O-])cc1C2. RXN SMILES: [Br:25][CH2:26][c:27]1[c:28]([CH2:36][Br:37])[cH:29][c:30]([N+:33](=[O:34])[O-:35])[cH:31][cH:32]1.[CH2:38]1[O:39][CH2:40][CH2:41][CH2:42]1.[CH3:17][N:18]([CH3:19])[CH2:20][CH2:21][N:22]([CH3:23])[CH3:24].[Cl:6][c:7]1[c:8]2[c:9]([n:10][cH:11][n:12]1)[NH:13][C:14](=[O:16])[CH2:15]2.[Li:1][CH2:2][CH2:3][CH2:4][CH3:5]>>[Cl:6][c:7]1[c:8]2[c:9]([n:10][cH:11][n:12]1)[NH:13][C:14](=[O:16])[C:15]21[CH2:26][c:27]2[c:28]([cH:29][c:30]([N+:33](=[O:34])[O-:35])[cH:31][cH:32]2)[CH2:36]1. Starting materials: N1(CCOCC1)C=1N=C(NC(C1)=O)CC(=O)[O-].[Na+] (sodium [4-(morpholin-4-yl)-6-oxo-1,6-dihydropyrimidin-2-yl]acetate), CN1CCC2(CC1)CNC1=CC=CC=C12 (1′-methylspiro[indoline-3,4′-piperidine]). Yields the product N1(CCOCC1)C1=CC(NC=N1)=O (6-(morpholin-4-yl)pyrimidin-4(3H)-one). Reaction SMILES: [N:1]1([C:7]2[N:8]=[C:9](CC([O-])=O)[NH:10][C:11](=[O:13])[CH:12]=2)[CH2:6][CH2:5][O:4][CH2:3][CH2:2]1.[Na+].CN1CCC2(C3C(=CC=CC=3)NC2)CC1>>[N:1]1([C:7]2[N:8]=[CH:9][NH:10][C:11](=[O:13])[CH:12]=2)[CH2:6][CH2:5][O:4][CH2:3][CH2:2]1 |f:0.1|. Reported procedure: The product is prepared by following the procedure described in example 10d using 35.5 mg of sodium [4-(morpholin-4-yl)-6-oxo-1,6-dihydropyrimidin-2-yl]acetate (example 1d, step 2d) and 25 mg of 1′-methylspiro[indoline-3,4′-piperidine] in place of 4-pyridin-4-yl-2,3-dihydro-1H-indole. 13.8 mg of 212-r-methylspiro[indole-3,4′-piperidin]-1(2H)-yl)-2-oxoethyl]-6-(morpholin-4-yl)pyrimidin-4(3H)-one are obtained in the form of a pale pink powder, the characteristics of which are the following: Reactants: FC(C(=O)O)(F)F.NCCCNC1=CC=C(C(=N1)N)[N+](=O)[O-] (N6-(3-Aminopropyl)-3-nitropyridine-2,6-diamine trifluoroacetate), ClC1=NC(=CC=2N1C=CN2)C2=C(C=C(C=C2)Cl)Cl (5-chloro-7-(2,4-dichlorophenyl)imidazo[1,2-c]pyrimidine), CCN(C(C)C)C(C)C (DIPEA). Run in C(C)(C)O (isopropanol). Run at temperature 150 celsius. The product is ClC1=C(C=CC(=C1)Cl)C1=CC=2N(C(=N1)NCCCNC1=CC=C(C(=N1)N)[N+](=O)[O-])C=CN2 (N6-(3-{[7-(2,4-Dichlorophenyl)imidazo[1,2-c]pyrimidin-5-yl]amino}propyl)-3-nitropyridine-2,6-diamine). Reaction SMILES: FC(F)(F)C(O)=O.[NH2:8][CH2:9][CH2:10][CH2:11][NH:12][C:13]1[N:18]=[C:17]([NH2:19])[C:16]([N+:20]([O-:22])=[O:21])=[CH:15][CH:14]=1.Cl[C:24]1[N:29]2[CH:30]=[CH:31][N:32]=[C:28]2[CH:27]=[C:26]([C:33]2[CH:38]=[CH:37][C:36]([Cl:39])=[CH:35][C:34]=2[Cl:40])[N:25]=1.CCN(C(C)C)C(C)C>C(O)(C)C>[Cl:40][C:34]1[CH:35]=[C:36]([Cl:39])[CH:37]=[CH:38][C:33]=1[C:26]1[N:25]=[C:24]([NH:8][CH2:9][CH2:10][CH2:11][NH:12][C:13]2[N:18]=[C:17]([NH2:19])[C:16]([N+:20]([O-:22])=[O:21])=[CH:15][CH:14]=2)[N:29]2[CH:30]=[CH:31][N:32]=[C:28]2[CH:27]=1 |f:0.1|. Reported procedure: 104 mg (0.32 mmol) of the amine (Example 57A) are introduced into 3 ml of isopropanol, 73.6 mg (0.25 mmol) of 5-chloro-7-(2,4-dichlorophenyl)imidazo[1,2-c]pyrimidine and 95.6 mg (0.74 mmol) of DIPEA are added, and the mixture is heated in a microwave at 150° C. for 2 h. Purification by preparative HPLC results in 96 mg (82% of theory) of the product.